This data is from the Open Reaction Database (ORD), a public repository of structured organic reaction records. The task is: describe an organic reaction: reactants, conditions, products, and yield Reactants: FC=1C=C(CNC(=O)NC2=NC(=NS2)CCl)C=CC1 (1-(3-Fluorobenzyl)-3-(3-(chloromethyl)-1,2,4-thiadiazol-5-yl)urea), FC=1C=C(CNC(=O)NC2=NC(=NS2)CCl)C=CC1 (1-(3-Fluorobenzyl)-3-(3-(chloromethyl)-1,2,4-thiadiazol-5-yl)urea), CN (methyl amine). The product is FC=1C=C(CNC(=O)NC2=NC(=NS2)CNC)C=CC1 (1-(3-Fluoro-benzyl)-3-(3-methylaminomethyl-[1,2,4]thiadiazol-5-yl)-urea). As a reaction SMILES: [F:1][C:2]1[CH:3]=[C:4]([CH:17]=[CH:18][CH:19]=1)[CH2:5][NH:6][C:7]([NH:9][C:10]1[S:14][N:13]=[C:12]([CH2:15]Cl)[N:11]=1)=[O:8].[CH3:20][NH2:21]>>[F:1][C:2]1[CH:3]=[C:4]([CH:17]=[CH:18][CH:19]=1)[CH2:5][NH:6][C:7]([NH:9][C:10]1[S:14][N:13]=[C:12]([CH2:15][NH:21][CH3:20])[N:11]=1)=[O:8]. Procedure details: A solution of 1-(3-Fluorobenzyl)-3-(3-(chloromethyl)-1,2,4-thiadiazol-5-yl)urea (Intermediate XXV) and excess methyl amine (2.0M solution in THF) was heated for 15 min at 60° C. under microwave irradiation. Filtered off insolubles and removed solvent in vacuo to give title compound. Yields the product C(C)(C)(C)C=1N=C(SC1)C=1OC2=C(C1)C=C(C=C2)C(C)Cl (4-tert-butyl-2-[5-(1-chloroethyl)-benzofuran-2-yl]thiazole). As a reaction SMILES: [C:1]([C:5]1[N:6]=[C:7]([C:10]2[O:11][C:12]3[CH:18]=[CH:17][C:16]([CH:19](O)[CH3:20])=[CH:15][C:13]=3[CH:14]=2)[S:8][CH:9]=1)([CH3:4])([CH3:3])[CH3:2].S(Cl)([Cl:24])=O.C(=O)([O-])O.[Na+]>ClCCCl>[C:1]([C:5]1[N:6]=[C:7]([C:10]2[O:11][C:12]3[CH:18]=[CH:17][C:16]([CH:19]([Cl:24])[CH3:20])=[CH:15][C:13]=3[CH:14]=2)[S:8][CH:9]=1)([CH3:4])([CH3:3])[CH3:2] |f:2.3|. The reactants are C(C)(C)(C)C=1N=C(SC1)C=1OC2=C(C1)C=C(C=C2)C(C)O (4-tert-butyl-2-[5-(1-hydroxyethyl)-benzofuran-2-yl]thiazole), S(=O)(Cl)Cl (thionyl chloride), C(O)([O-])=O.[Na+] (sodium hydrogen carbonate). Procedure details: A mixture of 4-tert-butyl-2-[5-(1-hydroxyethyl)-benzofuran-2-yl]thiazole (1.5 g) and thionyl chloride (0.44 ml) in 1,2 dichloroethane (35 ml) was stirred under reflux for 2 hours. After cooling, the resulting mixture was adjusted to pH 7 with aqueous sodium hydrogen carbonate solution. The organic layer was separated, washed with brine, dried over magnesium sulfate and evaporated under reduced pressure to give 4-tert-butyl-2-[5-(1-chloroethyl)-benzofuran-2-yl]thiazole (1.31 g). The solvent is ClCCCl (1,2 dichloroethane). Starting materials: C(C1=CC=CC=C1)N (benzylamine), O1C(C1)COC1=CC=CC=2NC3=CC=CC=C3C12 (4-(oxiranylmethoxy)-9H-carbazole), COC1=CC=CC=C1OCCN(CC2=CC=CC=C2)CC(COC3=CC=CC4=C3C5=CC=CC=C5N4)O (N-benzylcarvedilol). The reagents and catalysts are [Cl-].[Cl-].[Zn+2] (ZnCl2). The solvent is C(C)OC(C)=O (ethylacetate). Run at time 10 hour. The product is COC=1C=CC=CC1OCCNCC(COC=2C=CC=C3C2C=4C=CC=CC4N3)O (carvedilol). As a reaction SMILES: C(N)C1C=CC=CC=1.O1CC1COC1C2C3C(=CC=CC=3)NC=2C=CC=1.[CH3:27][O:28][C:29]1[C:34]([O:35][CH2:36][CH2:37][N:38]([CH2:46][CH:47]([OH:63])[CH2:48][O:49][C:50]2[C:55]3[C:56]4[C:61]([NH:62][C:54]=3[CH:53]=[CH:52][CH:51]=2)=[CH:60][CH:59]=[CH:58][CH:57]=4)CC2C=CC=CC=2)=[CH:33][CH:32]=[CH:31][CH:30]=1>[Cl-].[Cl-].[Zn+2].C(OC(=O)C)C>[CH3:27][O:28][C:29]1[CH:30]=[CH:31][CH:32]=[CH:33][C:34]=1[O:35][CH2:36][CH2:37][NH:38][CH2:46][CH:47]([OH:63])[CH2:48][O:49][C:50]1[CH:51]=[CH:52][CH:53]=[C:54]2[NH:62][C:61]3[CH:60]=[CH:59][CH:58]=[CH:57][C:56]=3[C:55]=12 |f:3.4.5|. Procedure: To 400 ml ethylacetate, 70 g (0.27 moles) of anhydrous N-2-[2-(methoxy)-phenoxy]-ethyl]-benzylamine, 10.25 g (0.075 moles) of anhydrous ZnCl2 and 50 g (0.21 moles) of 4-(oxiranylmethoxy)-9H-carbazole are added and the reaction mixture is heated to 70-75° C. for 3 hrs (TLC control for checking conversion to N-benzylcarvedilol). The reaction mixture is cooled to ambient temperature and quenched into 100 ml of ˜12-15% aqueous ammonia. The aqueous layer separated, and the product enriched organic la...